From a dataset of the Open Reaction Database (ORD), a public repository of structured organic reaction records. describe an organic reaction: reactants, conditions, products, and yield Reactants: N1N=NC2=C1C=CC=C2 (benzotriazole), N1CCOCC1 (morpholine), FC(C=1C=C(CN(C=2N=NN(N2)C)CC2=C(C=O)C=CC(=C2)C(F)(F)F)C=C(C1)C(F)(F)F)(F)F (2-{[(3,5-bis-trifluoromethyl-benzyl)-(2-methyl-2H-tetrazol-5-yl)-amino]-methyl}-4-trifluoromethyl-benzaldehyde), imine. Solvent: C(C)O (ethanol), C(C)O (ethanol). Reaction conditions: time 10 minute. Yields the product FC(C=1C=C(CN(C=2N=NN(N2)C)CC2=C(C=CC(=C2)C(F)(F)F)C(C)N2CCOCC2)C=C(C1)C(F)(F)F)(F)F (N-[3,5-Bis(trifluoromethyl)benzyl]-2-methyl-N-[2-(1-morpholin-4-ylethyl)-5-(trifluoromethyl)benzyl]-2H-tetrazol-5-amine). Isolated yield 14.1%. As a reaction SMILES: N1C2C=CC=C[C:4]=2N=N1.[NH:10]1[CH2:15][CH2:14][O:13][CH2:12][CH2:11]1.[F:16][C:17]([F:50])([F:49])[C:18]1[CH:19]=[C:20]([CH:42]=[C:43]([C:45]([F:48])([F:47])[F:46])[CH:44]=1)[CH2:21][N:22]([CH2:29][C:30]1[CH:37]=[C:36]([C:38]([F:41])([F:40])[F:39])[CH:35]=[CH:34][C:31]=1[CH:32]=O)[C:23]1[N:24]=[N:25][N:26]([CH3:28])[N:27]=1>C(O)C>[F:48][C:45]([F:47])([F:46])[C:43]1[CH:42]=[C:20]([CH:19]=[C:18]([C:17]([F:49])([F:50])[F:16])[CH:44]=1)[CH2:21][N:22]([CH2:29][C:30]1[CH:37]=[C:36]([C:38]([F:41])([F:39])[F:40])[CH:35]=[CH:34][C:31]=1[CH:32]([N:10]1[CH2:15][CH2:14][O:13][CH2:12][CH2:11]1)[CH3:4])[C:23]1[N:24]=[N:25][N:26]([CH3:28])[N:27]=1. Procedure: To a solution of benzotriazole (12.8 mg, 0.1075 mmoles) in ethanol (2 mL) was added morpholine (9.4 mg, 0.1075 mmoles) and the reaction was stirred for 10 minutes. A solution of 2-{[(3,5-bis-trifluoromethyl-benzyl)-(2-methyl-2H-tetrazol-5-yl)-amino]-methyl}-4-trifluoromethyl-benzaldehyde (50 mg, 0.0977 mmoles) in ethanol (1 mL) was added to the reaction mixture and it was further stirred for 16 hours. The imine fragment was observed MH+=581.4. Parent ion for the intermediate was not found. The e... Product: FC=1C=C(C=CC1F)NC(CN1N=C(C=C1NC1=C2C3=C(C(NC2=NC=C1)=O)C=CC=C3)C)=O (N-(3,4-difluorophenyl)-2-(3-methyl-5-(6-oxo-5,6-dihydrobenzo[c][1,8]naphthyridin-1-ylamino)-1H-pyrazol-1-yl)acetamide). Procedure: The title compound was synthesized according to the procedure described for the preparation of Example 300 using the carboxylic acid intermediate from example 308 and 3,4-di-fluoroaniline to provide 309. LC-MS (M+H=461, obsd.=461). The reactants are CC1=NN(C(=C1)NC1=C2C3=C(C(NC2=NC=C1)=O)C=CC=C3)CC(=O)NC3=CC=CC=C3 (2-(3-Methyl-5-(6-oxo-5,6-dihydrobenzo[c][1,8]naphthyridin-1-ylamino)-1H-pyrazol-1-yl)-N-phenylacetamide), FC=1C=C(N)C=CC1F (3,4-di-fluoroaniline). RXN SMILES: [CH3:1][C:2]1[CH:6]=[C:5]([NH:7][C:8]2[CH:17]=[CH:16][N:15]=[C:14]3[C:9]=2[C:10]2[CH:22]=[CH:21][CH:20]=[CH:19][C:11]=2[C:12](=[O:18])[NH:13]3)[N:4]([CH2:23][C:24](NC2C=CC=CC=2)=[O:25])[N:3]=1.[F:33][C:34]1[CH:35]=[C:36]([CH:38]=[CH:39][C:40]=1[F:41])[NH2:37]>>[F:33][C:34]1[CH:35]=[C:36]([NH:37][C:24](=[O:25])[CH2:23][N:4]2[C:5]([NH:7][C:8]3[CH:17]=[CH:16][N:15]=[C:14]4[C:9]=3[C:10]3[CH:22]=[CH:21][CH:20]=[CH:19][C:11]=3[C:12](=[O:18])[NH:13]4)=[CH:6][C:2]([CH3:1])=[N:3]2)[CH:38]=[CH:39][C:40]=1[F:41]. Starting materials: N1=CC=NC=2SC3=C(NC21)C=C(C=C3)CC(=O)O ((10H-pyrazino[2,3-b][1,4]benzothiazin-8-yl)acetic acid), atmosphere, C(=O)(N1C=NC=C1)N1C=NC=C1 (carbonyldiimidazole), CS(=O)(=O)N (methanesulfonamide). Run in O1CCCC1 (tetrahydrofuran). Run at time 16 hour. The product is CS(=O)(=O)NC(CC=1C=CC2=C(NC3=C(S2)N=CC=N3)C1)=O (N-(Methanesulfonyl)-(10H-pyrazino[2,3-b][1,4]benzothiazin-8-yl)acetamide). Yield: 48.5%. Reaction SMILES: [N:1]1[C:10]2[NH:9][C:8]3[CH:11]=[C:12]([CH2:15][C:16]([OH:18])=O)[CH:13]=[CH:14][C:7]=3[S:6][C:5]=2[N:4]=[CH:3][CH:2]=1.C(N1C=CN=C1)(N1C=CN=C1)=O.[CH3:31][S:32]([NH2:35])(=[O:34])=[O:33]>O1CCCC1>[CH3:31][S:32]([NH:35][C:16](=[O:18])[CH2:15][C:12]1[CH:13]=[CH:14][C:7]2[S:6][C:5]3[N:4]=[CH:3][CH:2]=[N:1][C:10]=3[NH:9][C:8]=2[CH:11]=1)(=[O:34])=[O:33]. Reported procedure: To a solution of 0.259 g of (10H-pyrazino[2,3-b][1,4]benzothiazin-8-yl)acetic acid in tetrahydrofuran (10 ml) was added in a nitrogen atmosphere 0.18 g of carbonyldiimidazole and the resulting mixture was heated under reflux for 30 minutes. Then the reaction mixture was brought back to room temperature and 0.285 g of methanesulfonamide was added thereto. After stirring at room temperature for 16 hours, the solvent was distilled off under reduced pressure and the residue was purified by silica ge... Starting materials: S(=O)(Cl)Cl (Thionyl chloride), FC1=C(C=CC(=C1)F)[C@@]12N=C(SC[C@@H]1C[C@@H](OC2)CO)NC(C2=CC=CC=C2)=O (N-[(4aR,6R,8aS)-8a-(2,4-difluorophenyl)-6-(hydroxymethyl)-4,4a,5,6,8,8a-hexahydropyrano[3,4-d][1,3]thiazin-2-yl]benzamide). Solvent: C1(=CC=CC=C1)C (toluene). Reaction conditions: temperature 80 celsius. Product: ClC[C@H]1C[C@@H]2[C@@](N=C(SC2)NC(C2=CC=CC=C2)=O)(CO1)C1=C(C=C(C=C1)F)F (N-[(4aR,6R,8aS)-6-(chloromethyl)-8a-(2,4-difluorophenyl)-4,4a,5,6,8,8a-hexahydropyrano[3,4-d][1,3]thiazin-2-yl]benzamide). Reaction SMILES: S(Cl)([Cl:3])=O.[F:5][C:6]1[CH:11]=[C:10]([F:12])[CH:9]=[CH:8][C:7]=1[C@:13]12[CH2:22][O:21][C@@H:20]([CH2:23]O)[CH2:19][C@H:18]1[CH2:17][S:16][C:15]([NH:25][C:26](=[O:33])[C:27]1[CH:32]=[CH:31][CH:30]=[CH:29][CH:28]=1)=[N:14]2>C1(C)C=CC=CC=1>[Cl:3][CH2:23][C@@H:20]1[O:21][CH2:22][C@:13]2([C:7]3[CH:8]=[CH:9][C:10]([F:12])=[CH:11][C:6]=3[F:5])[N:14]=[C:15]([NH:25][C:26](=[O:33])[C:27]3[CH:32]=[CH:31][CH:30]=[CH:29][CH:28]=3)[S:16][CH2:17][C@@H:18]2[CH2:19]1. Procedure: Thionyl chloride (10.4 mL, 143 mmol) was added to a solution of N-[(4aR,6R,8aS)-8a-(2,4-difluorophenyl)-6-(hydroxymethyl)-4,4a,5,6,8,8a-hexahydropyrano[3,4-d][1,3]thiazin-2-yl]benzamide (P1) (2.0 g, 4.8 mmol) in toluene (68 mL), and the reaction mixture was heated at 80° C. for 18 hours. After cooling to room temperature, it was concentrated in vacuo and azeotroped three times with dichloromethane. The residue was dissolved in dichloromethane, washed with saturated aqueous sodium chloride soluti... Reactants: ClC1=C(NC(=C1Cl)C)C(=O)NC1CCN(CC1)C1=NN=C(S1)C(=O)O (5-(4-{[(3,4-Dichloro-5-methyl-1H-pyrrol-2-yl)carbonyl]amino}piperidin-1-yl)-1,3,4-thiadiazole-2-carboxylic acid), C(C)#N (acetonitrile). Run in C(C)(=O)[O-].[NH4+] (ammonium acetate). Yields the product ClC1=C(NC(=C1Cl)C)C(=O)NC1CCN(CC1)C=1SC=NN1 (3,4-Dichloro-5-methyl-N-[1-(1,3,4-thiadiazol-2-yl)piperidin-4-yl]-1H-pyrrole-2-carboxamide). The yield is 42.6%. Reaction SMILES: [Cl:1][C:2]1[C:6]([Cl:7])=[C:5]([CH3:8])[NH:4][C:3]=1[C:9]([NH:11][CH:12]1[CH2:17][CH2:16][N:15]([C:18]2[S:22][C:21](C(O)=O)=[N:20][N:19]=2)[CH2:14][CH2:13]1)=[O:10].C(#N)C>C([O-])(=O)C.[NH4+]>[Cl:1][C:2]1[C:6]([Cl:7])=[C:5]([CH3:8])[NH:4][C:3]=1[C:9]([NH:11][CH:12]1[CH2:13][CH2:14][N:15]([C:18]2[S:22][CH:21]=[N:20][N:19]=2)[CH2:16][CH2:17]1)=[O:10] |f:2.3|. Procedure: 5-(4-{[(3,4-Dichloro-5-methyl-1H-pyrrol-2-yl)carbonyl]amino}piperidin-1-yl)-1,3,4-thiadiazole-2-carboxylic acid (Example 223; 0.250 g, 0.60 mmol) was stirred in 10 mM ammonium acetate (pH 8) (15 ml) and acetonitrile (15 ml) overnight. The mixture was concentrated then the residue was stirred in acetonitrile and filtered. The solid was dissolved in DMSO and purified using semi-preparative HPLC (10% ammonium acetate:water/acetonitrile (20:80-95:5)) to give the title compound as a white solid (0.09... The reactants are CO, CC(C)c1cccc(C(C)C)c1CN1C(=O)c2ccccc2C1=O, NN, O. Yields the product CC(C)c1cccc(C(C)C)c1CN. Reaction SMILES: [CH3:28][OH:29].[CH:1]([CH3:2])([CH3:3])[c:4]1[c:5]([CH2:6][N:7]2[C:8](=[O:9])[c:10]3[cH:11][cH:12][cH:13][cH:14][c:15]3[C:16]2=[O:17])[c:18]([CH:22]([CH3:23])[CH3:24])[cH:19][cH:20][cH:21]1.[NH2:26][NH2:27].[OH2:25]>>[CH:1]([CH3:2])([CH3:3])[c:4]1[c:5]([CH2:6][NH2:7])[c:18]([CH:22]([CH3:23])[CH3:24])[cH:19][cH:20][cH:21]1. The reactants are ClC1=C(C=C(CNC(C(F)(F)F)=O)C=C1)C1=NN(C(N1)=O)C1=CC(=C(C=C1)[N+](=O)[O-])OC (N-(4-chloro-3-(1-(3-methoxy-4-nitrophenyl)-5-oxo-4,5-dihydro-1H-1,2,4-triazol-3-yl)benzyl)-2,2,2-trifluoroacetamide). The solvent is [OH-].[K+] (KOH). Yields the product NCC=1C=CC(=C(C1)C1=NN(C(N1)=O)C1=CC(=C(C=C1)[N+](=O)[O-])OC)Cl (3-(5-(aminomethyl)-2-chlorophenyl)-1-(3-methoxy-4-nitrophenyl)-1H-1,2,4-triazol-5(4H)-one). The yield is 100.4%. Reaction SMILES: [Cl:1][C:2]1[CH:15]=[CH:14][C:5]([CH2:6][NH:7]C(=O)C(F)(F)F)=[CH:4][C:3]=1[C:16]1[NH:20][C:19](=[O:21])[N:18]([C:22]2[CH:27]=[CH:26][C:25]([N+:28]([O-:30])=[O:29])=[C:24]([O:31][CH3:32])[CH:23]=2)[N:17]=1>[OH-].[K+]>[NH2:7][CH2:6][C:5]1[CH:14]=[CH:15][C:2]([Cl:1])=[C:3]([C:16]2[NH:20][C:19](=[O:21])[N:18]([C:22]3[CH:27]=[CH:26][C:25]([N+:28]([O-:30])=[O:29])=[C:24]([O:31][CH3:32])[CH:23]=3)[N:17]=2)[CH:4]=1 |f:1.2|. Procedure: The solution of N-(4-chloro-3-(1-(3-methoxy-4-nitrophenyl)-5-oxo-4,5-dihydro-1H-1,2,4-triazol-3-yl)benzyl)-2,2,2-trifluoroacetamide (0.500 g, 1.06 mmol) in 20% aq. KOH (20 mL) was stirred for 2-3 h at RT. Excess of solvent was removed under vacuum and filtered off remaining reaction mass to afford 0.400 g of desired product. 1H NMR (300 MHz, DMSO d6): δ 1.80 (br s, 2H), 3.72 (s, 2H), 3.91 (s, 3H), 7.27-7.39 (m, 2H), 7.78 (d, J=9.9 Hz, 2H), 8.98 (d, J=8.7 Hz, 1H), 8.25 (s, 1H); MS (m/z): 375.91 (... Yields the product C(C)(=O)OC1=CC2=C(N=C(S2)C2=CC=C(C=C2)N)C=C1 (2-(4-aminophenyl)benzo[d]thiazol-6-yl acetate). The reactants are C(C)(=O)OC1=CC2=C(N=C(S2)C2=CC=C(C=C2)[N+](=O)[O-])C=C1 (2-(4-nitrophenyl)benzo[d]thiazol-6-yl acetate). Conditions: time 1 hour. As a reaction SMILES: [C:1]([O:4][C:5]1[CH:22]=[CH:21][C:8]2[N:9]=[C:10]([C:12]3[CH:17]=[CH:16][C:15]([N+:18]([O-])=O)=[CH:14][CH:13]=3)[S:11][C:7]=2[CH:6]=1)(=[O:3])[CH3:2]>C1COCC1.CO>[C:1]([O:4][C:5]1[CH:22]=[CH:21][C:8]2[N:9]=[C:10]([C:12]3[CH:17]=[CH:16][C:15]([NH2:18])=[CH:14][CH:13]=3)[S:11][C:7]=2[CH:6]=1)(=[O:3])[CH3:2] |f:1.2|. Procedure details: Under H2, 25 (2.7 mmol) was dissolved in a mixture of THF/MeOH (5/20 ml) and was then hydrogenated at room temperature for 1 h under 30 PSI. Pd (c) was filtered and the solvent removed via a rotary evaporator. The residue was purified by chromatography on silica gel using 7:3 hexane/ethyl acetate as the eluent to yield 560 mg (71%) of 26 as a white solid. Solvent: C1CCOC1.CO (THF MeOH). Yield: 72.9%.